The task is: describe an organic reaction: reactants, conditions, products, and yield. This data is from the Open Reaction Database (ORD), a public repository of structured organic reaction records. The reactants are C(C)(=O)O[BH-](OC(C)=O)OC(C)=O.[Na+] (sodium triacetoxyborohydride), OC(=O)C(F)(F)F.FC(CNC=1N=C2C(=NC1N1CCC(CC1)OC1=C(C=C(C=C1)F)F)CNC(C2)C)F (N-(2,2-difluoroethyl)-3-(4-(2,4-difluorophenoxyl)piperidin-1-yl)-7-methyl-5,6,7,8-tetrahydropyrido[3,4-b]pyrazin-2-amine TFA salt), C=O (formaldehyde), CCN(C(C)C)C(C)C (DIPEA). Solvent: CN(C)C=O (DMF), C(Cl)Cl (DCM). Run at time 8 hour. Yields the product FC(CNC=1N=C2C(=NC1N1CCC(CC1)OC1=C(C=C(C=C1)F)F)CN(C(C2)C)C)F (N-(2,2-difluoroethyl)-3-(4-(2,4-difluorophenoxyl)piperidin-1-yl)-6,7-dimethyl-5,6,7,8-tetrahydropyrido[3,4-b]pyrazin-2-amine), C(=O)(C(F)(F)F)O (TFA). Yield: 519.7%. Reaction SMILES: [OH:1][C:2]([C:4]([F:7])([F:6])[F:5])=[O:3].[F:8][CH:9]([F:38])[CH2:10][NH:11][C:12]1[N:13]=[C:14]2[CH2:36][CH:35]([CH3:37])[NH:34][CH2:33][C:15]2=[N:16][C:17]=1[N:18]1[CH2:23][CH2:22][CH:21]([O:24][C:25]2[CH:30]=[CH:29][C:28]([F:31])=[CH:27][C:26]=2[F:32])[CH2:20][CH2:19]1.C=O.CCN(C(C)C)C(C)C.C(O[BH-](OC(=O)C)OC(=O)C)(=O)C.[Na+]>C(Cl)Cl.CN(C=O)C>[F:38][CH:9]([F:8])[CH2:10][NH:11][C:12]1[N:13]=[C:14]2[CH2:36][CH:35]([CH3:37])[N:34]([CH3:2])[CH2:33][C:15]2=[N:16][C:17]=1[N:18]1[CH2:19][CH2:20][CH:21]([O:24][C:25]2[CH:30]=[CH:29][C:28]([F:31])=[CH:27][C:26]=2[F:32])[CH2:22][CH2:23]1.[C:2]([OH:3])([C:4]([F:7])([F:6])[F:5])=[O:1] |f:0.1,4.5|. Reported procedure: A solution of N-(2,2-difluoroethyl)-3-(4-(2,4-difluorophenoxyl)piperidin-1-yl)-7-methyl-5,6,7,8-tetrahydropyrido[3,4-b]pyrazin-2-amine TFA salt (15 mg, 0.027 mmol), formaldehyde (4.0 μL, 0.054 mmol), and DIPEA (4.7 μL, 0.027 mmol) in DCM (136 μL) was stirred for 10 min at room temperature then treated with sodium triacetoxyborohydride (17.2 mg, 0.081 mmol). The resulting reaction mixture was stirred overnight. The crude reaction mixture was diluted in DMF, filtered through a hydrophilic PTFE 0.4...